This data is from the Open Reaction Database (ORD), a public repository of structured organic reaction records. The task is: describe an organic reaction: reactants, conditions, products, and yield The reactants are IC1=NC=CC=C1 (2-iodopyridine), C(CC#C)C=1OC2=C(N1)C=C(C=C2)C#N (2-(but-3-ynyl)benzo[d]oxazole-5-carbonitrile). Product: N1=C(C=CC=C1)C#CCCC=1OC2=C(N1)C=C(C=C2)C#N (2-(4-(pyridin-2-yl)but-3-ynyl)benzo[d]oxazole-5-carbonitrile). The yield is 37.2%. RXN SMILES: I[C:2]1[CH:7]=[CH:6][CH:5]=[CH:4][N:3]=1.[CH2:8]([C:12]1[O:13][C:14]2[CH:20]=[CH:19][C:18]([C:21]#[N:22])=[CH:17][C:15]=2[N:16]=1)[CH2:9][C:10]#[CH:11]>>[N:3]1[CH:4]=[CH:5][CH:6]=[CH:7][C:2]=1[C:11]#[C:10][CH2:9][CH2:8][C:12]1[O:13][C:14]2[CH:20]=[CH:19][C:18]([C:21]#[N:22])=[CH:17][C:15]=2[N:16]=1. Reported procedure: The title compound was prepared in accordance with the general method of Example 1, from 2-iodopyridine (89 mg, 0.43 mmol) and 2-(but-3-ynyl)benzo[d]oxazole-5-carbonitrile (100 mg, 0.51 mmol) at room temperature. The crude residue was purified by flash chromatography (DCM/MeOH 99:1) to yield 45 mg (0.16 mmol, 37%) of 2-(4-(pyridin-2-yl)but-3-ynyl)benzo[d]oxazole-5-carbonitrile as a brown solid. Starting materials: C(C)OC(=O)C1(CCN(CC1)CC)S(=O)(=O)C1=C(C=CC=C1)OC (1-ethyl4-(methoxy-benzenesulfonyl)-piperidine-4-carboxylic acid ethyl ester), CO (methanol). Run in [OH-].[Na+] (NaOH). Yields the product C(C)N1CCC(CC1)(C(=O)O)S(=O)(=O)C1=CC=C(C=C1)OC (1-Ethyl-4-(4-methoxy-benzenesulfonyl)-piperidine-4-carboxylic acid). RXN SMILES: C([O:3][C:4]([C:6]1([S:14]([C:17]2[CH:22]=[CH:21][CH:20]=[CH:19][C:18]=2OC)(=[O:16])=[O:15])[CH2:11][CH2:10][N:9]([CH2:12][CH3:13])[CH2:8][CH2:7]1)=[O:5])C.[CH3:25][OH:26]>[OH-].[Na+]>[CH2:12]([N:9]1[CH2:8][CH2:7][C:6]([S:14]([C:17]2[CH:22]=[CH:21][C:20]([O:26][CH3:25])=[CH:19][CH:18]=2)(=[O:15])=[O:16])([C:4]([OH:3])=[O:5])[CH2:11][CH2:10]1)[CH3:13] |f:2.3|. Procedure details: 1-Ethyl-4-(4-methoxy-benzenesulfonyl)-piperidine-4-carboxylic acid was prepared starting from 1-ethyl4-(methoxy-benzenesulfonyl)-piperidine-4-carboxylic acid ethyl ester (2.42 g, 6.8 mmol) dissolved in methanol (100 ml) and 10 N NaOH (15 ml). The resulting reaction mixture was worked up as outlined in example 83. Yield 1.29 g (58%); white solid; mp 209° C.; MS: 328 (M+H)+.